Task: describe an organic reaction: reactants, conditions, products, and yield. Dataset: the Open Reaction Database (ORD), a public repository of structured organic reaction records Starting materials: Cl (hydrochloric acid), 11.97, NC1=C(C=CC=C1)CC(C1=CC=C(C=C1)OC)C(C(=O)OC)C(=O)OC ([2-(2-aminophenyl)-1-(4-methoxyphenyl)ethyl]propanedioic acid, dimethyl ester), C[O-].[Na+] (sodium methoxide). Solvent: CO (methanol). Product: COC(=O)C1C(NC2=C(CC1C1=CC=C(C=C1)OC)C=CC=C2)=O (1,3,4,5-tetrahydro-3-(Methoxycarbonyl)-4-(4-methoxyphenyl)-2H-1-benzazepin-2-one). RXN SMILES: [NH2:1][C:2]1[CH:7]=[CH:6][CH:5]=[CH:4][C:3]=1[CH2:8][CH:9]([CH:18]([C:23]([O:25]C)=O)[C:19]([O:21][CH3:22])=[O:20])[C:10]1[CH:15]=[CH:14][C:13]([O:16][CH3:17])=[CH:12][CH:11]=1.C[O-].[Na+].Cl>CO>[CH3:22][O:21][C:19]([CH:18]1[CH:9]([C:10]2[CH:15]=[CH:14][C:13]([O:16][CH3:17])=[CH:12][CH:11]=2)[CH2:8][C:3]2[CH:4]=[CH:5][CH:6]=[CH:7][C:2]=2[NH:1][C:23]1=[O:25])=[O:20] |f:1.2|. Procedure: A solution containing 11.97 (33.5 mmol) of [2-(2-aminophenyl)-1-(4-methoxyphenyl)ethyl]propanedioic acid, dimethyl ester and 9.2 ml of 25% sodium methoxide (40.2 mmol) in 80 ml of methanol was refluxed for 1.5 hours and cooled to room temperature. Excess 1M hydrochloric acid solution was then added and the resulting precipitated product was removed by filtration to give 9.18 g of pure material, melting point 217°-219° C. The reactants are C1(=CC=CC=C1)CNC(=O)N1[C@@H](CCC1)C(=O)N1[C@@H](CCC1)C(COCC1=CC=CC=C1)=O ((S)-N-(Phenylmethyl)-2-[[(S)-2-[(phenylmethyloxy)acetyl]-1-pyrrolidinyl]carbonyl]-1-pyrrolidinecarboxamide). Reagents/catalysts: [Pd] (Palladium-black). Solvent: CO (methanol), O (water), C(C)(=O)O (acetic acid). Reaction conditions: time 3.5 hour. The product is OCC(=O)[C@H]1N(CCC1)C(=O)[C@H]1N(CCC1)C(=O)NCC1=CC=CC=C1 ((S)-2-[[(S)-2-(Hydroxyacetyl)-1-pyrrolidinyl]carbonyl]-N-(phenylmethyl)-1-pyrrolidinecarboxamide). Isolated yield 80.7%. Reaction SMILES: [C:1]1([CH2:7][NH:8][C:9]([N:11]2[CH2:15][CH2:14][CH2:13][C@H:12]2[C:16]([N:18]2[CH2:22][CH2:21][CH2:20][C@H:19]2[C:23](=[O:33])[CH2:24][O:25]CC2C=CC=CC=2)=[O:17])=[O:10])[CH:6]=[CH:5][CH:4]=[CH:3][CH:2]=1>CO.O.C(O)(=O)C.[Pd]>[OH:25][CH2:24][C:23]([C@@H:19]1[CH2:20][CH2:21][CH2:22][N:18]1[C:16]([C@@H:12]1[CH2:13][CH2:14][CH2:15][N:11]1[C:9]([NH:8][CH2:7][C:1]1[CH:6]=[CH:5][CH:4]=[CH:3][CH:2]=1)=[O:10])=[O:17])=[O:33]. Reported procedure: (S)-N-(Phenylmethyl)-2-[[(S)-2-[(phenylmethyloxy)acetyl]-1-pyrrolidinyl]carbonyl]-1-pyrrolidinecarboxamide (40.0 g) was dissolved in a mixed solvent of methanol (200 ml), water (40 ml) and acetic acid (20 ml). Palladium-black (4.0 g) was added and the mixture was stirred at room temperature under a hydrogen atmosphere for 3.5 hours. The catalyst in the reaction mixture was filtered off and the filtrate was concentrated to give the title compound (25.8 g).